describe an organic reaction: reactants, conditions, products, and yield From a dataset of the Open Reaction Database (ORD), a public repository of structured organic reaction records. Starting materials: C(C)(C)S(=O)(=O)N1C(=NC2=C1C=C(C=C2)C(C2=CC=CC=C2)(CC(=O)OC(C)(C)C)O)N (1-isopropylsulfonyl-2-amino-6-(α-hydroxy-α-tert.-butoxycarbonylmethylbenzyl)benzimidazole), C1(=CC=C(C=C1)S(=O)(=O)O)C (p-toluenesulfonic acid), C([O-])(O)=O.[Na+] (sodium bicarbonate). Run in C(Cl)(Cl)Cl (chloroform). Yields the product C(C)(C)S(=O)(=O)N1C(=NC2=C1C=C(C=C2)C(C2=CC=CC=C2)=CC(=O)O)N (1-isopropylsulfonyl-2-amino-6-(α-hydroxycarbonylmethylenebenzyl)benzimidazole). RXN SMILES: [CH:1]([S:4]([N:7]1[C:11]2[CH:12]=[C:13]([C:16](O)([CH2:23][C:24]([O:26]C(C)(C)C)=[O:25])[C:17]3[CH:22]=[CH:21][CH:20]=[CH:19][CH:18]=3)[CH:14]=[CH:15][C:10]=2[N:9]=[C:8]1[NH2:32])(=[O:6])=[O:5])([CH3:3])[CH3:2].C1(C)C=CC(S(O)(=O)=O)=CC=1.C(=O)(O)[O-].[Na+]>C(Cl)(Cl)Cl>[CH:1]([S:4]([N:7]1[C:11]2[CH:12]=[C:13]([C:16](=[CH:23][C:24]([OH:26])=[O:25])[C:17]3[CH:18]=[CH:19][CH:20]=[CH:21][CH:22]=3)[CH:14]=[CH:15][C:10]=2[N:9]=[C:8]1[NH2:32])(=[O:5])=[O:6])([CH3:3])[CH3:2] |f:2.3|. Reported procedure: A solution of 1.89 g. of 1-isopropylsulfonyl-2-amino-6-(α-hydroxy-α-tert.-butoxycarbonylmethylbenzyl)benzimidazole (from Example 6) and 1.2 g. of p-toluenesulfonic acid in 100 ml. of chloroform was heated at reflux for two hours and then cooled to room temperature. The solution was extraced three times with aqueous sodium bicarbonate solution. The aqueous extracts were combined, washed with fresh chloroform and then neutralized to pH 7.0 by the addition of 1 N hydrochloric acid. The acidic solut... The reactants are Clc1nccc2ccccc12, O=S(=O)(c1ccc(Cl)c(Cl)c1)C1CCNCC1. The product is O=S(=O)(c1ccc(Cl)c(Cl)c1)C1CCN(c2nccc3ccccc23)CC1. RXN SMILES: [Cl:18][c:19]1[n:20][cH:21][cH:22][c:23]2[cH:24][cH:25][cH:26][cH:27][c:28]12.[Cl:1][c:2]1[cH:3][c:4]([S:9](=[O:10])(=[O:11])[CH:12]2[CH2:13][CH2:14][NH:15][CH2:16][CH2:17]2)[cH:5][cH:6][c:7]1[Cl:8]>>[Cl:1][c:2]1[cH:3][c:4]([S:9](=[O:10])(=[O:11])[CH:12]2[CH2:13][CH2:14][N:15]([c:19]3[n:20][cH:21][cH:22][c:23]4[cH:24][cH:25][cH:26][cH:27][c:28]34)[CH2:16][CH2:17]2)[cH:5][cH:6][c:7]1[Cl:8]. Starting materials: C[Si](C)(C)C#N, CC(=O)O, O=C1CCN(C2CCC3CCCc4cccc2c43)CC1, Nc1ccccc1, N. The product is N#CC1(Nc2ccccc2)CCN(C2CCC3CCCc4cccc2c43)CC1. As a reaction SMILES: [CH3:28][Si:29]([CH3:30])([CH3:31])[C:32]#[N:33].[CH3:35][C:36](=[O:37])[OH:38].[CH:1]1([N:14]2[CH2:15][CH2:16][C:17](=[O:20])[CH2:18][CH2:19]2)[CH2:2][CH2:3][CH:4]2[CH2:5][CH2:6][CH2:7][c:8]3[cH:9][cH:10][cH:11][c:12]1[c:13]32.[NH2:21][c:22]1[cH:23][cH:24][cH:25][cH:26][cH:27]1.[NH3:34]>>[CH:1]1([N:14]2[CH2:15][CH2:16][C:17]([NH:21][c:22]3[cH:23][cH:24][cH:25][cH:26][cH:27]3)([C:32]#[N:33])[CH2:18][CH2:19]2)[CH2:2][CH2:3][CH:4]2[CH2:5][CH2:6][CH2:7][c:8]3[cH:9][cH:10][cH:11][c:12]1[c:13]32. Reactants: CCO, CON(C)C(=O)c1ccc(F)cc1[N+](=O)[O-], [Pd]. Product: CON(C)C(=O)c1ccc(F)cc1N. RXN SMILES: [CH3:17][CH2:18][OH:19].[CH3:1][O:2][N:3]([C:4]([c:5]1[c:6]([N+:12]([O-:13])=[O:14])[cH:7][c:8]([F:11])[cH:9][cH:10]1)=[O:15])[CH3:16].[Pd:20]>>[CH3:1][O:2][N:3]([C:4]([c:5]1[c:6]([NH2:12])[cH:7][c:8]([F:11])[cH:9][cH:10]1)=[O:15])[CH3:16]. Reactants: CCOC(=O)CP(=O)(OCC)OCC, C1CCOC1, CC(=O)COc1cn(C2CCCC2)c2cc(NC3CCCCC3)c(F)cc2c1=O, [Cl-], [H-], [NH4+], [Na+]. Yields the product CCOC(=O)C=C(C)COc1cn(C2CCCC2)c2cc(NC3CCCCC3)c(F)cc2c1=O. RXN SMILES: [CH2:3]([CH3:4])[O:5][C:6]([CH2:7][P:8]([O:9][CH2:10][CH3:11])([O:12][CH2:13][CH3:14])=[O:15])=[O:16].[CH2:48]1[O:49][CH2:50][CH2:51][CH2:52]1.[CH:17]1([NH:23][c:24]2[c:25]([F:45])[cH:26][c:27]3[c:28](=[O:44])[c:29]([O:39][CH2:40][C:41]([CH3:42])=[O:43])[cH:30][n:31]([CH:34]4[CH2:35][CH2:36][CH2:37][CH2:38]4)[c:32]3[cH:33]2)[CH2:18][CH2:19][CH2:20][CH2:21][CH2:22]1.[Cl-:46].[H-:1].[NH4+:47].[Na+:2]>>[CH2:3]([CH3:4])[O:5][C:6]([CH:7]=[C:41]([CH2:40][O:39][c:29]1[c:28](=[O:44])[c:27]2[cH:26][c:25]([F:45])[c:24]([NH:23][CH:17]3[CH2:18][CH2:19][CH2:20][CH2:21][CH2:22]3)[cH:33][c:32]2[n:31]([CH:34]2[CH2:35][CH2:36][CH2:37][CH2:38]2)[cH:30]1)[CH3:42])=[O:16]. The reactants are C12OC(C3OC(CC(C1)O3)C2)=O (2,5,11-trioxatricyclo[4,3,1,1 4,8 ]undecan-3-one), [Na] (sodium), O (water), C(C)(=O)O (acetic acid). Solvent: C(C)O (ethanol). Product: C12OC(C3OC(CC(C1)O3)C2)O (2,5,11-trioxatricyclo-[4,3,1,14,8 ]undecan-3-ol). RXN SMILES: [CH:1]12[CH2:11][CH:6]3[CH2:7][CH:8]([O:10][CH:4]([O:5]3)[C:3](=[O:12])[O:2]1)[CH2:9]2.[Na].O.C(O)(=O)C>C(O)C>[CH:1]12[CH2:11][CH:6]3[CH2:7][CH:8]([O:10][CH:4]([O:5]3)[CH:3]([OH:12])[O:2]1)[CH2:9]2 |^1:12|. Reported procedure: A solution of 340 mg of 2,5,11-trioxatricyclo[4,3,1,1 4,8 ]undecan-3-one in 10 ml of absolute ethanol is treated with 300 mg of sodium. After the metal has dissolved the reaction mixture is treated with 10 ml of water and 0.7 ml of acetic acid, concentrated under reduced pressure to about 3 ml and the concentrate is extracted with methylene chloride. The solvent is evaporated to leave as residue pure 2,5,11-trioxatricyclo-[4,3,1,14,8 ]undecan-3-ol.